This data is from the Open Reaction Database (ORD), a public repository of structured organic reaction records. The task is: describe an organic reaction: reactants, conditions, products, and yield Yield: 34.0%. Reaction SMILES: [C:1]1([C:7]2[C:15]3[C:10](=[N:11][CH:12]=[C:13]([C:16]4[CH:21]=[CH:20][CH:19]=[CH:18][C:17]=4[O:22]C)[CH:14]=3)[NH:9][CH:8]=2)[CH:6]=[CH:5][CH:4]=[CH:3][CH:2]=1.B(Br)(Br)Br.CO>C(Cl)Cl>[C:1]1([C:7]2[C:15]3[C:10](=[N:11][CH:12]=[C:13]([C:16]4[CH:21]=[CH:20][CH:19]=[CH:18][C:17]=4[OH:22])[CH:14]=3)[NH:9][CH:8]=2)[CH:2]=[CH:3][CH:4]=[CH:5][CH:6]=1. The product is C1(=CC=CC=C1)C1=CNC2=NC=C(C=C21)C2=C(C=CC=C2)O (3-phenyl-5-(2-hydroxyphenyl)-1H-pyrrolo[2,3-b]pyridine). Reactants: C1(=CC=CC=C1)C1=CNC2=NC=C(C=C21)C2=C(C=CC=C2)OC (3-phenyl-5-(2-methoxyphenyl)-1H-pyrrolo[2,3-b]pyridine), B(Br)(Br)Br (BBr3), CO (methanol). Procedure details: To a solution of 3-phenyl-5-(2-methoxyphenyl)-1H-pyrrolo[2,3-b]pyridine (113 mg, 0.38 mmol) in CH2Cl2 (325 μl) is added BBr3 (1.1 ml of 1 N solution in CH2Cl2, 1.13 mmol). The reaction mixture is stirred for 15 hours at room temperature and neutralized at 0° C. with methanol. The solvent is evaporated under reduced pressure and the residue purified by preparative thin-layer chromatography (CH2Cl2/MeOH 94:6) to yield the expected product in the form of a white solid with a yield of 34%. The solvent is C(Cl)Cl (CH2Cl2). The reactants are C(C(=O)Cl)(=O)Cl (Oxalyl chloride), ClC=1C=C(NC1C(=O)OC)C(=O)O (4-chloro-5-[(methyloxy)carbonyl]-1H-pyrrole-2-carboxylic acid), CN(C)C=O (DMF). Run in C(Cl)Cl (DCM). Reaction conditions: time 8 hour. Yields the product ClC1=C(NC(=C1)C(=O)Cl)C(=O)OC (Methyl 3-chloro-5-(chlorocarbonyl)-1H-pyrrole-2-carboxylate), crude product. Reaction SMILES: [C:1](Cl)(=O)[C:2]([Cl:4])=[O:3].[Cl:7][C:8]1[CH:9]=C(C(O)=O)[NH:11][C:12]=1[C:13]([O:15][CH3:16])=[O:14].CN(C=O)C>C(Cl)Cl>[Cl:7][C:8]1[CH:9]=[C:1]([C:2]([Cl:4])=[O:3])[NH:11][C:12]=1[C:13]([O:15][CH3:16])=[O:14]. Procedure: Oxalyl chloride (0.430 mL, 4.91 mmol) was added to a solution of 4-chloro-5-[(methyloxy)carbonyl]-1H-pyrrole-2-carboxylic acid (0.500 g, 2.45 mmol) in DCM (50 mL). DMF (9.51 μl, 0.123 mmol) was added to the reaction mixture and the resulting suspension was stirred overnight. The solvent was evaporated to afford the title compound as a crude product (0.804 g) which was used with no further purification. 1H NMR (400 MHz, CDCl3) δ ppm 11.02 (s, 1H), 7.11 (d, 1H), 3.97 (s, 3H). Solvent: C1CCOC1 (THF), CCOC(=O)C (EtOAc). Product: N1=CC=C(C=C1)C=1C=2N(C(=CN1)C=1C=CC(=NC1)N1CCN(CC1)C(=O)OC(C)(C)C)C=C(N2)COC2=NC1=CC=CC=C1C=C2 (tert-Butyl 4-(5-(8-(pyridin-4-yl)-2-((quinolin-2-yloxy)methyl)imidazo[1,2-a]pyrazin-5-yl)pyridin-2-yl)piperazine-1-carboxylate). Reaction conditions: temperature 60 celsius, time 0.5 hour. Reaction SMILES: [OH:1][CH2:2][C:3]1[N:4]=[C:5]2[C:10]([C:11]3[CH:16]=[CH:15][N:14]=[CH:13][CH:12]=3)=[N:9][CH:8]=[C:7]([C:17]3[CH:18]=[CH:19][C:20]([N:23]4[CH2:28][CH2:27][N:26]([C:29]([O:31][C:32]([CH3:35])([CH3:34])[CH3:33])=[O:30])[CH2:25][CH2:24]4)=[N:21][CH:22]=3)[N:6]2[CH:36]=1.Cl[C:38]1[CH:47]=[CH:46][C:45]2[C:40](=[CH:41][CH:42]=[CH:43][CH:44]=2)[N:39]=1.C1OCCOCCOCCOCCOCCOC1.CC(C)([O-])C.[K+]>C1COCC1.CCOC(C)=O>[N:14]1[CH:13]=[CH:12][C:11]([C:10]2[C:5]3[N:6]([CH:36]=[C:3]([CH2:2][O:1][C:38]4[CH:47]=[CH:46][C:45]5[C:40](=[CH:41][CH:42]=[CH:43][CH:44]=5)[N:39]=4)[N:4]=3)[C:7]([C:17]3[CH:18]=[CH:19][C:20]([N:23]4[CH2:24][CH2:25][N:26]([C:29]([O:31][C:32]([CH3:33])([CH3:35])[CH3:34])=[O:30])[CH2:27][CH2:28]4)=[N:21][CH:22]=3)=[CH:8][N:9]=2)=[CH:16][CH:15]=1 |f:3.4|. Reported procedure: To a mixture of compound 87d (80.0 mg, 0.164 mmol), 2-chloroquinoline (40.3 mg, 0.246 mmol) and 18-crown-6 (43.8 mg, 0.164 mmol) in 5 mL of THF at rt was added potassium tert-butoxide (0.328 mL, 0.328 mmol, 1.0M in t-BuOH). The resulting mixture was heated to 60° C. and continued to stir for 0.5 h. After cooling to rt, the mixture was treated with 30 mL of EtOAc and washed with water (2×10 mL) and brine (10 mL). Removal of the solvent under reduced pressure followed by purification of the result... Reactants: CC(C)([O-])C.[K+] (potassium tert-butoxide), OCC=1N=C2N(C(=CN=C2C2=CC=NC=C2)C=2C=CC(=NC2)N2CCN(CC2)C(=O)OC(C)(C)C)C1 (tert-Butyl 4-(5-(2-(hydroxymethyl)-8-(pyridin-4-yl)imidazo[1,2-a]pyrazin-5-yl)pyridin-2-yl)piperazine-1-carboxylate), ClC1=NC2=CC=CC=C2C=C1 (2-chloroquinoline), C1COCCOCCOCCOCCOCCO1 (18-crown-6). Starting materials: COC=1C=CC2=C(CCC=3C=CN(C23)CCNC(C)=O)C1 (N-[2-(4,5-dihydro-7-methoxy-1H-benz[g]indol-1-yl)ethyl]-acetamide), [OH-].[K+] (potassium hydroxide), C(CO)O.O (ethylene glycol water), [Cl-].[Na+] (sodium chloride). Run at time 1 hour. Yields the product C(\C=C\C(=O)O)(=O)O.COC=1C=CC2=C(CCC=3C=CN(C23)CCN)C1 (2-(4,5-dihydro-7-methoxy-1H-benz[g]indol-1-yl)-ethylamine fumarate). Yield: 38.0%. RXN SMILES: [CH3:1][O:2][C:3]1[CH:4]=[CH:5][C:6]2[C:14]3[N:13]([CH2:15][CH2:16][NH:17][C:18](=[O:20])[CH3:19])[CH:12]=[CH:11][C:10]=3[CH2:9][CH2:8][C:7]=2[CH:21]=1.[OH-:22].[K+].[Cl-].[Na+].[CH2:26]([OH:29])[CH2:27]O.[OH2:30]>>[C:18]([OH:20])(=[O:30])/[CH:19]=[CH:27]/[C:26]([OH:29])=[O:22].[CH3:1][O:2][C:3]1[CH:4]=[CH:5][C:6]2[C:14]3[N:13]([CH2:15][CH2:16][NH2:17])[CH:12]=[CH:11][C:10]=3[CH2:9][CH2:8][C:7]=2[CH:21]=1 |f:1.2,3.4,5.6,7.8|. Reported procedure: 0.5 g of N-[2-(4,5-dihydro-7-methoxy-1H-benz[g]indol-1-yl)ethyl]-acetamide were heated to 140° for 23 hours under argon in 21 ml of ethylene glycol/water 2:1 in the presence of 0.60 g of potassium hydroxide. The reaction mixture was left to cool and poured into 100 ml of semi-concentrated sodium chloride solution. The mixture was extracted three times with diethyl ether. The combined extracts were washed once with saturated sodium chloride solution, dried over sodium sulfate, filtered and evapor... Reactants: [BH4-], C[SiH](C)OC(c1ccc(Br)nc1)C(C)(C)C, [Li]CCCC, CCOCC, [Na+], CN(C)C=O. Yields the product C[SiH](C)OC(c1ccc(CO)nc1)C(C)(C)C. As a reaction SMILES: [BH4-:27].[Br:1][c:2]1[n:3][cH:4][c:5]([CH:8]([O:9][SiH:10]([CH3:11])[CH3:12])[C:13]([CH3:14])([CH3:15])[CH3:16])[cH:6][cH:7]1.[CH3:17][CH2:18][CH2:19][CH2:20][Li:21].[CH3:29][CH2:30][O:31][CH2:32][CH3:33].[Na+:28].[O:22]=[CH:23][N:24]([CH3:25])[CH3:26]>>[c:2]1([CH2:23][OH:22])[n:3][cH:4][c:5]([CH:8]([O:9][SiH:10]([CH3:11])[CH3:12])[C:13]([CH3:14])([CH3:15])[CH3:16])[cH:6][cH:7]1.